From a dataset of the Open Reaction Database (ORD), a public repository of structured organic reaction records. describe an organic reaction: reactants, conditions, products, and yield The reactants are C(C)OCC=1N(C2=C(C=NC=3C=CC=CC23)N1)CC1(CCOCC1)NC(OCCCC)=O (Butyl {4-[(2-ethoxymethyl-1H-imidazo[4,5-c]quinolin-1-yl)methyl]tetrahydropyran-4-yl}carbamate), Cl (hydrochloric acid), O1CCC(CC1)=O (tetrahydro-4H-pyran-4-one), C1(CCCCC1)=O (cyclohexanone). Run in C(C)O (ethanol). Yields the product C(C)OCC=1N(C2=C(C=NC=3C=CC=CC23)N1)CC1(CCOCC1)N (4-[(2-ethoxymethyl-1H-imidazo[4,5-c]quinolin-1-yl)methyl]tetrahydropyran-4-amine). As a reaction SMILES: [CH2:1]([O:3][CH2:4][C:5]1[N:6]([CH2:18][C:19]2([NH:25]C(=O)OCCCC)[CH2:24][CH2:23][O:22][CH2:21][CH2:20]2)[C:7]2[C:16]3[CH:15]=[CH:14][CH:13]=[CH:12][C:11]=3[N:10]=[CH:9][C:8]=2[N:17]=1)[CH3:2].O1CCC(=O)CC1.C1(=O)CCCCC1.Cl>C(O)C>[CH2:1]([O:3][CH2:4][C:5]1[N:6]([CH2:18][C:19]2([NH2:25])[CH2:24][CH2:23][O:22][CH2:21][CH2:20]2)[C:7]2[C:16]3[CH:15]=[CH:14][CH:13]=[CH:12][C:11]=3[N:10]=[CH:9][C:8]=2[N:17]=1)[CH3:2]. Reported procedure: Under a nitrogen atmosphere, a mixture of tent-Butyl {4-[(2-ethoxymethyl-1H-imidazo[4,5-c]quinolin-1-yl)methyl]tetrahydropyran-4-yl}carbamate (3.0 g, prepared according to the general methods of Parts A through F of Example 54 using tetrahydro-4H-pyran-4-one in lieu of cyclohexanone in Part A), hydrochloric acid (12.2 mL of 2.8 M in ethanol), and ethanol (18 mL) was heated at reflux for 4 hours. The reaction mixture was allowed to cool to ambient temperature and was then concentrated under reduc... The reactants are C(C1CO1)OC1=CC=C(C=C1)F (4-Fluorophenyl glycidyl ether), CC1=C(C(=CC=C1)C)NCCN (N-(2,6-dimethylphenyl)-ethylenediamine). Run at time 2 day. The product is FC1=CC=C(OCC(CNCCNC2=C(C=CC=C2C)C)O)C=C1 (1-(4-Fluorophenoxy)-3-[2-(2,6-dimethylphenylamino)-ethylamino]-propan-2-ol). RXN SMILES: [CH2:1]([O:5][C:6]1[CH:11]=[CH:10][C:9]([F:12])=[CH:8][CH:7]=1)[CH:2]1[O:4][CH2:3]1.[CH3:13][C:14]1[CH:19]=[CH:18][CH:17]=[C:16]([CH3:20])[C:15]=1[NH:21][CH2:22][CH2:23][NH2:24]>>[F:12][C:9]1[CH:10]=[CH:11][C:6]([O:5][CH2:1][CH:2]([OH:4])[CH2:3][NH:24][CH2:23][CH2:22][NH:21][C:15]2[C:16]([CH3:20])=[CH:17][CH:18]=[CH:19][C:14]=2[CH3:13])=[CH:7][CH:8]=1. Procedure: 3.36 g. 4-Fluorophenyl glycidyl ether are left to stand for 2 days at ambient temperature with 6.6 g. N-(2,6-dimethylphenyl)-ethylenediamine. The reaction mixture is separated by chromatography on silica gel with the elution agent ethyl acetate-methanol-triethylamine (100:10:1 v/v/v) to give, after evaporation of the pure fractions, 5.0 g. of the desired product in the form of a viscous oil. After dissolving in diethyl ether and adding 2.5 g. benzoic acid, the corresponding benzoate precipitates... The reactants are Cl (HCl), [Sn](Cl)Cl (tin (II) chloride), FC=1C=CC(=C(C1)NC=1SC(=CC1C#N)C)[N+](=O)[O-] (2-(5-fluoro-2-nitro-phenylamino)-5-methyl-thiophene-3-carbonitrile). The solvent is CCO (EtOH). Reaction conditions: temperature 85 celsius. Yields the product Cl.FC=1C=CC2=C(NC=3SC(=CC3C(=N2)N)C)C1 (6-Fluoro-2-methyl-4H-3-thia-4,9-diaza-benzo[f]azulen-10-ylamine hydrochloride). The yield is 87.2%. RXN SMILES: [F:1][C:2]1[CH:3]=[CH:4][C:5]([N+:17]([O-])=O)=[C:6]([NH:8][C:9]2[S:10][C:11]([CH3:16])=[CH:12][C:13]=2[C:14]#[N:15])[CH:7]=1.Cl.[Sn](Cl)[Cl:22]>CCO>[ClH:22].[F:1][C:2]1[CH:3]=[CH:4][C:5]2[N:17]=[C:14]([NH2:15])[C:13]3[CH:12]=[C:11]([CH3:16])[S:10][C:9]=3[NH:8][C:6]=2[CH:7]=1 |f:4.5|. Procedure: Stir 2-(5-fluoro-2-nitro-phenylamino)-5-methyl-thiophene-3-carbonitrile (113 g, 0.408 mol) as a suspension in EtOH (1.1 L) at ambient temperature. Add aqueous 6N HCl (1.1 L) and tin (II) chloride (232 g, 1.22 mol) with stirring. Heat to gentle reflux (85° C.) for 3-4 hours, and then allow cooling to ambient temperature. Filter the crude product and rinse with 1:1/EtOH:6N HCl, then deionized water, and dry in a vacuum oven at 50° C. to constant weight. Stir the crude product (139 g) as a suspensi...